This data is from the Open Reaction Database (ORD), a public repository of structured organic reaction records. The task is: describe an organic reaction: reactants, conditions, products, and yield Reactants: C(CCCC)(=O)Cl (valeryl chloride), NC1=C(C=C(C(=O)OCC)C=C1)[N+](=O)[O-] (ethyl 4-amino-3-nitrobenzoate), Cl (hydrochloric acid). The solvent is CN(C1=CC=CC=C1)C (N,N-dimethylaniline). Reaction conditions: temperature 110 celsius, time 1.5 hour. The product is [N+](=O)([O-])C=1C=C(C(=O)OCC)C=CC1NC(CCCC)=O (ethyl 3-nitro-4-valerylaminobenzoate). Reaction SMILES: [NH2:1][C:2]1[CH:12]=[CH:11][C:5]([C:6]([O:8][CH2:9][CH3:10])=[O:7])=[CH:4][C:3]=1[N+:13]([O-:15])=[O:14].[C:16](Cl)(=[O:21])[CH2:17][CH2:18][CH2:19][CH3:20].Cl>CN(C)C1C=CC=CC=1>[N+:13]([C:3]1[CH:4]=[C:5]([CH:11]=[CH:12][C:2]=1[NH:1][C:16](=[O:21])[CH2:17][CH2:18][CH2:19][CH3:20])[C:6]([O:8][CH2:9][CH3:10])=[O:7])([O-:15])=[O:14]. Procedure details: A mixture of ethyl 4-amino-3-nitrobenzoate (49.5 g) and N,N-dimethylaniline (90 ml) was heated at 110° C. under nitrogen atmosphere. To the solution was added valeryl chloride (29 ml) and the mixture was stirred at 110° C. for 1.5 hours. After being cooled to room temperature, 1N hydrochloric acid was added until pH 2~3 to the reaction mixture. The aqueous solution was extracted with ethyl acetate. The organic layer was separated and washed successively with water and brine. The solution was dri... The reactants are COc1ccc(Br)cc1, CC(C)(C)P(C(C)(C)C)C(C)(C)C, CNc1ccccc1, Cc1ccccc1. The product is COc1ccc(N(C)c2ccccc2)cc1. Reaction SMILES: [Br:1][c:2]1[cH:3][cH:4][c:5]([O:8][CH3:9])[cH:6][cH:7]1.[C:18]([P:19]([C:20]([CH3:21])([CH3:22])[CH3:23])[C:24]([CH3:25])([CH3:26])[CH3:27])([CH3:28])([CH3:29])[CH3:30].[CH3:10][NH:11][c:12]1[cH:13][cH:14][cH:15][cH:16][cH:17]1.[CH3:31][c:32]1[cH:33][cH:34][cH:35][cH:36][cH:37]1>>[c:2]1([N:11]([CH3:10])[c:12]2[cH:13][cH:14][cH:15][cH:16][cH:17]2)[cH:3][cH:4][c:5]([O:8][CH3:9])[cH:6][cH:7]1. Starting materials: FC(C(=O)O)(F)F (trifluoroacetic acid), C(C)(C)(C)OC(N(C)[C@H](CC1=CC2=CC=CC=C2C=C1)C(N(C)[C@@H](C(=O)N1CCC(CC1)CN(C)C)CC1=CC=CC=C1)=O)=O (N-((1R)-1-{N-[(1R)-1-benzyl-2-(4-((dimethylamino)methyl)piperidin-1-yl)-2-oxoethyl]-N-methylcarbamoyl}-2-(2-naphthyl)ethyl)-N-methylcarbamic acid tert-butyl ester). Run in ClCCl (dichloromethane). Conditions: temperature 0 celsius, time 50 minute. Yields the product C(C1=CC=CC=C1)[C@H](C(=O)N1CCC(CC1)CN(C)C)N(C([C@@H](CC1=CC2=CC=CC=C2C=C1)NC)=O)C ((2R)-N-[(1R)-1-benzyl-2-(4-((dimethylamino)methyl)piperidin-1-yl)-2-oxoethyl]-N-methyl-2-(methylamino)-3-(2-naphthyl)propionamide). Isolated yield 96.1%. RXN SMILES: FC(F)(F)C(O)=O.C(O[C:13](=O)[N:14]([C@@H:16]([C:28](=[O:51])[N:29]([C@H:31]([CH2:44][C:45]1[CH:50]=[CH:49][CH:48]=[CH:47][CH:46]=1)[C:32]([N:34]1[CH2:39][CH2:38][CH:37]([CH2:40][N:41]([CH3:43])[CH3:42])[CH2:36][CH2:35]1)=[O:33])[CH3:30])[CH2:17][C:18]1[CH:27]=[CH:26][C:25]2[C:20](=[CH:21][CH:22]=[CH:23][CH:24]=2)[CH:19]=1)C)(C)(C)C>ClCCl>[CH2:44]([C@@H:31]([N:29]([CH3:30])[C:28](=[O:51])[C@H:16]([NH:14][CH3:13])[CH2:17][C:18]1[CH:27]=[CH:26][C:25]2[C:20](=[CH:21][CH:22]=[CH:23][CH:24]=2)[CH:19]=1)[C:32]([N:34]1[CH2:39][CH2:38][CH:37]([CH2:40][N:41]([CH3:42])[CH3:43])[CH2:36][CH2:35]1)=[O:33])[C:45]1[CH:50]=[CH:49][CH:48]=[CH:47][CH:46]=1. Reported procedure: At 0° C., trifluoroacetic acid (18 ml) was added to a solution of N-((1R)-1-{N-[(1R)-1-benzyl-2-(4-((dimethylamino)methyl)piperidin-1-yl)-2-oxoethyl]-N-methylcarbamoyl}-2-(2-naphthyl)ethyl)-N-methylcarbamic acid tert-butyl ester (1.05 g, 1.71 mmol) in dichloromethane (18 ml). The reaction mixture was stirred for 50 min at 0° C. The solvents were removed in vacuo. The residue was dissolved in dichloromethane (50 ml) and the solvent was removed in vacuo. The latter procedure was repeated two times... Reactants: ClC=1C=C(C=CC1Cl)S(=O)(=O)Cl (3,4-dichlorobenzenesulfonyl chloride), N1=CC=CC=C1 (pyridine), NC1=C(C(=O)OC)C=CC=C1 (Methyl 2-aminobenzoate). Solvent: C(Cl)Cl (DCM), C(Cl)Cl (DCM), C(Cl)Cl (DCM), C(Cl)Cl (DCM). Conditions: time 8 hour. Product: ClC=1C=C(C=CC1Cl)S(=O)(=O)NC1=C(C(=O)OC)C=CC=C1 (Methyl 2-(3,4-dichlorophenylsulfonamido)benzoate). Reaction SMILES: [NH2:1][C:2]1[CH:11]=[CH:10][CH:9]=[CH:8][C:3]=1[C:4]([O:6][CH3:7])=[O:5].N1C=CC=CC=1.[Cl:18][C:19]1[CH:20]=[C:21]([S:26](Cl)(=[O:28])=[O:27])[CH:22]=[CH:23][C:24]=1[Cl:25]>C(Cl)Cl>[Cl:18][C:19]1[CH:20]=[C:21]([S:26]([NH:1][C:2]2[CH:11]=[CH:10][CH:9]=[CH:8][C:3]=2[C:4]([O:6][CH3:7])=[O:5])(=[O:27])=[O:28])[CH:22]=[CH:23][C:24]=1[Cl:25]. Procedure details: Methyl 2-aminobenzoate (10 g, 66.2 mmol) was dissolved in DCM (100 ml), and pyridine (8.1 ml, 99.2 mmol, 1.5 eq.) was added thereto. A solution of 3,4-dichlorobenzenesulfonyl chloride (24.4 g, 99.2 mmol, 1.5 eq.) in DCM (150 ml) was then added dropwise at 0° C., and the reaction mixture was stirred overnight at room temperature. TLC monitoring (silica gel, DCM) showed complete conversion. When the reaction was complete, the reaction solution was diluted with DCM (250 ml) and washed with 0.5 M KH... Starting materials: IC=1N=C(C=2N=C(N([C@H]3[C@H](O)[C@H](O)[C@@H](CO)O3)C2N1)NCCCC)N (2-iodo-8-butylaminoadenosine), C#CCCCC (1-hexyn). Reaction SMILES: I[C:2]1[N:3]=[C:4]([NH2:25])[C:5]2[N:6]=[C:7]([NH:20][CH2:21][CH2:22][CH2:23][CH3:24])[N:8]([C:18]=2[N:19]=1)[C@@H:9]1[O:17][C@H:14]([CH2:15][OH:16])[C@@H:12]([OH:13])[C@H:10]1[OH:11].[CH:26]#[C:27][CH2:28][CH2:29][CH2:30][CH3:31]>>[C:26]([C:2]1[N:3]=[C:4]([NH2:25])[C:5]2[N:6]=[C:7]([NH:20][CH2:21][CH2:22][CH2:23][CH3:24])[N:8]([C:18]=2[N:19]=1)[C@@H:9]1[O:17][C@H:14]([CH2:15][OH:16])[C@@H:12]([OH:13])[C@H:10]1[OH:11])#[C:27][CH2:28][CH2:29][CH2:30][CH3:31]. Procedure: The reaction was performed with 2-iodo-8-butylaminoadenosine (10, 200 mg, 0.43 mmol) and 1-hexyn (2.08 mmol). The mixture was purified by column chromatography (5% MeOH in CH2Cl2). Yield 111 mg (0.26 mmol, 62%), mp 182–184÷C; 1H NMR (DMSO-d6) δ 6.95 (t, 1H, J=5.49 Hz, NH), 6.55 (bs, 2H, NH2), 5.87 (d, 1H, J=7.90 Hz, H-1′), 5.77–5.72 (m, 1H, OH-2′), 5.26 (d, 1H, J=6.52 Hz, OH-5′), 5.15 (d, 1H, J=4.12 Hz, OH-3′), 4.54 (q, 1H, J=5.84 Hz, H-2′), 4.09–4.04 (m, 1H, H-3′), 3.95–3.93 (m, 1H, H-4′), 3.64... Yields the product C(#CCCCC)C=1N=C(C=2N=C(N([C@H]3[C@H](O)[C@H](O)[C@@H](CO)O3)C2N1)NCCCC)N (2-(1-hexynyl)-8-butylaminoadenosine). Starting materials: 20.7, S1C(=CC=C1)CN1C(=NC=2C1=NC=CC2)CC2CCN(CC2)CCNC(OCC)=O (ethyl [2-[4-[[3-(2-thienylmethyl)-3H-imidazo[4,5-b]pyridin-2-yl]methyl]-1-piperidinyl]ethyl]carbamate), [OH-].[K+] (potassium hydroxide), CC(C)O (2-propanol). Yields the product C1(=CC=CC=C1)CN1C(=NC=2C1=NC=CC2)CC2CCN(CC2)CC2=CC=CC=C2 (3-(phenylmethyl)-2-[[1-(phenylmethyl)-4-piperidinyl]methyl]-3H-imidazo[4,5-b]pyridine), S1C(=CC=C1)CN1C(=NC=2C1=NC=CC2)CC2CCN(CC2)CCN (4-[[3-(2-thienylmethyl)-3H-imidazo[4,5-b]pyridin-2-yl]methyl]-1-piperidinethanamine). The yield is 76.0%. Reaction SMILES: [S:1]1[CH:5]=[CH:4][CH:3]=[C:2]1[CH2:6][N:7]1[C:11]2=[N:12][CH:13]=[CH:14][CH:15]=[C:10]2[N:9]=[C:8]1[CH2:16][CH:17]1[CH2:22][CH2:21][N:20]([CH2:23][CH2:24][NH:25]C(=O)OCC)[CH2:19][CH2:18]1.[OH-].[K+].[CH3:33][CH:34](O)[CH3:35]>>[C:34]1([CH2:6][N:7]2[C:11]3=[N:12][CH:13]=[CH:14][CH:15]=[C:10]3[N:9]=[C:8]2[CH2:16][CH:17]2[CH2:18][CH2:19][N:20]([CH2:23][C:24]3[CH:5]=[CH:4][CH:3]=[CH:2][CH:6]=3)[CH2:21][CH2:22]2)[CH:35]=[CH:11][CH:10]=[CH:15][CH:33]=1.[S:1]1[CH:5]=[CH:4][CH:3]=[C:2]1[CH2:6][N:7]1[C:11]2=[N:12][CH:13]=[CH:14][CH:15]=[C:10]2[N:9]=[C:8]1[CH2:16][CH:17]1[CH2:22][CH2:21][N:20]([CH2:23][CH2:24][NH2:25])[CH2:19][CH2:18]1 |f:1.2|. Procedure: A mixture of 20.7 parts of ethyl [2-[4-[[3-(2-thienylmethyl)-3H-imidazo[4,5-b]pyridin-2-yl]methyl]-1-piperidinyl]ethyl]carbamate, 22.1 parts of potassium hydroxide and 200 parts of 2-propanol was stirred and refluxed overnight. The reaction mixture was evaporated. Water was added to the residue. The product was extracted with dichloromethane. The extract was dried, filtered and evaporated, yielding 13 parts (76%) of 4-[[3-(2-thienylmethyl)-3H-imidazo[4,5-b]pyridin-2-yl]methyl]-1-piperidinethanam...